Task: describe an organic reaction: reactants, conditions, products, and yield. Dataset: the Open Reaction Database (ORD), a public repository of structured organic reaction records Starting materials: CCO, COC(=O)Cc1ccon1, NN, O. Yields the product NNC(=O)Cc1ccon1. Reaction SMILES: [CH3:14][CH2:15][OH:16].[CH3:1][O:2][C:3]([CH2:4][c:5]1[n:6][o:7][cH:8][cH:9]1)=[O:10].[NH2:12][NH2:13].[OH2:11]>>[O:2]=[C:3]([CH2:4][c:5]1[n:6][o:7][cH:8][cH:9]1)[NH:12][NH2:13]. Reactants: COc1ccccc1B(O)O, ClCCl, Cl, CC(C#N)c1cccc(O)c1, c1ccncc1. Product: COc1ccccc1Oc1cccc(C(C)C#N)c1. RXN SMILES: [CH3:18][O:19][c:20]1[c:21]([B:26]([OH:27])[OH:28])[cH:22][cH:23][cH:24][cH:25]1.[Cl:30][CH2:31][Cl:32].[ClH:29].[OH:1][c:2]1[cH:3][c:4]([CH:8]([C:9]#[N:10])[CH3:11])[cH:5][cH:6][cH:7]1.[cH:12]1[cH:13][cH:14][n:15][cH:16][cH:17]1>>[O:1]([c:2]1[cH:3][c:4]([CH:8]([C:9]#[N:10])[CH3:11])[cH:5][cH:6][cH:7]1)[c:21]1[c:20]([O:19][CH3:18])[cH:25][cH:24][cH:23][cH:22]1. Starting materials: C1(CCCCC1)NC(=O)C=1C=NN(C1CCC)C1=CC=C(C(=O)OCC)C=C1 (Ethyl 4-[4-(cyclohexylcarbamoyl)-5-propyl-pyrazol-1-yl]benzoate), C1(CCCCC1)NC(=O)C=1C=NN(C1CCC)C1=CC=C(C(=O)OCC)C=C1 (Ethyl 4-[4-(cyclohexylcarbamoyl)-5-propyl-pyrazol-1-yl]benzoate), [OH-].[Na+] (sodium hydroxide). The solvent is CO (methanol). Run at time 18 hour. Yields the product C1(CCCCC1)NC(=O)C=1C=NN(C1CCC)C1=CC=C(C(=O)O)C=C1 (4-[4-(Cyclohexylcarbamoyl)-5-propyl-pyrazol-1-yl]benzoic acid). Reaction SMILES: [CH:1]1([NH:7][C:8]([C:10]2[CH:11]=[N:12][N:13]([C:18]3[CH:28]=[CH:27][C:21]([C:22]([O:24]CC)=[O:23])=[CH:20][CH:19]=3)[C:14]=2[CH2:15][CH2:16][CH3:17])=[O:9])[CH2:6][CH2:5][CH2:4][CH2:3][CH2:2]1.[OH-].[Na+]>CO>[CH:1]1([NH:7][C:8]([C:10]2[CH:11]=[N:12][N:13]([C:18]3[CH:19]=[CH:20][C:21]([C:22]([OH:24])=[O:23])=[CH:27][CH:28]=3)[C:14]=2[CH2:15][CH2:16][CH3:17])=[O:9])[CH2:6][CH2:5][CH2:4][CH2:3][CH2:2]1 |f:1.2|. Procedure details: Ethyl 4-[4-(cyclohexylcarbamoyl)-5-propyl-pyrazol-1-yl]benzoate (130 mg, 0.34 mmol) (Intermediate #21) was dissolved in methanol (10 mL) and treated at ambient temperature with 2M aqueous sodium hydroxide solution (2.5 mL). The mixture was stirred at ambient temperature for 18 h and then methanol was removed by evaporation under reduced pressure. The remaining aqueous solution was acidified with 2M aqueous hydrochloric acid to pH=2. A white solid precipitated out of solution, it was filtered, dr... Starting materials: BrCCCCN1C(C=2C(C1=O)=CC=CC2)=O (N-(4-bromobutyl)phthalimide), [I-].[K+] (potassium iodide). Solvent: CC(=O)C (acetone). Run at time 5 day. Product: ICCCCN1C(C=2C(C1=O)=CC=CC2)=O (N-(4-iodobutyl)phthalimide). The yield is 67.5%. As a reaction SMILES: Br[CH2:2][CH2:3][CH2:4][CH2:5][N:6]1[C:10](=[O:11])[C:9]2=[CH:12][CH:13]=[CH:14][CH:15]=[C:8]2[C:7]1=[O:16].[I-:17].[K+]>CC(C)=O>[I:17][CH2:2][CH2:3][CH2:4][CH2:5][N:6]1[C:10](=[O:11])[C:9]2=[CH:12][CH:13]=[CH:14][CH:15]=[C:8]2[C:7]1=[O:16] |f:1.2|. Procedure details: A solution of 5.0 g (0.018 mol) of N-(4-bromobutyl)phthalimide in 116 mL of acetone was treated with 20.7 g (0.125 mol) of potassium iodide and stirred at room temperature for 5 days. The reaction was filtered and the filtrate was diluted with 400 mL of ether, then filtered again through celite. The filtrate was concentrated at reduced pressure. The resulting solid was recrystallized from 300 mL of hexane (filtered hot and boiled down to 150 mL) to yield 4.0 g (68.6%) of 3 as white needles. Reactants: [Li]CCCC, C1CCOC1, CC(C)n1cncc1-c1ccnc(Nc2ccccc2)n1, CN(C)C=O. The product is CC(C)n1c(-c2ccnc(Nc3ccccc3)n2)cnc1C=O. As a reaction SMILES: [CH2:1]([Li:2])[CH2:3][CH2:4][CH3:5].[CH2:32]1[O:33][CH2:34][CH2:35][CH2:36]1.[CH:6]([CH3:7])([CH3:8])[n:9]1[cH:10][n:11][cH:12][c:13]1-[c:14]1[n:15][c:16]([NH:20][c:21]2[cH:22][cH:23][cH:24][cH:25][cH:26]2)[n:17][cH:18][cH:19]1.[O:27]=[CH:28][N:29]([CH3:30])[CH3:31]>>[CH:6]([CH3:7])([CH3:8])[n:9]1[c:10]([CH:28]=[O:27])[n:11][cH:12][c:13]1-[c:14]1[n:15][c:16]([NH:20][c:21]2[cH:22][cH:23][cH:24][cH:25][cH:26]2)[n:17][cH:18][cH:19]1. Reactants: C(C)OCC (diethyl ether), C(C)(=O)OCC1(CC2(C3=C(C=CC(=C3C1)OC)OC)SCCS2)O (rac-3'-acetoxymethyl-1',2',3',4'-tetrahydro-3'-hydroxy-5',8',-dimethoxyspiro[1,3-dithiolane-2,1'-naphthalene]), mercuric chloride, mercuric oxide, O (water). Run in O1CCCC1 (tetrahydrofuran), CO (methanol). Conditions: time 1 hour. Product: C(C)(=O)OCC1(CC(C2=C(C=CC(=C2C1)OC)OC)=O)O (rac-3-acetoxymethyl-1,2,3,4-tetrahydro-3-hydroxy-5,8-dimethoxy-1-oxo-naphthalene). Isolated yield 70.0%. Reaction SMILES: [C:1]([O:4][CH2:5][C:6]1([OH:24])[CH2:15][C:14]2[C:9](=[C:10]([O:18][CH3:19])[CH:11]=[CH:12][C:13]=2[O:16][CH3:17])[C:8]2(SCCS2)[CH2:7]1)(=[O:3])[CH3:2].O.C([O:28]CC)C>O1CCCC1.CO>[C:1]([O:4][CH2:5][C:6]1([OH:24])[CH2:15][C:14]2[C:9](=[C:10]([O:18][CH3:19])[CH:11]=[CH:12][C:13]=2[O:16][CH3:17])[C:8](=[O:28])[CH2:7]1)(=[O:3])[CH3:2]. Reported procedure: 1.9 g of rac-3'-acetoxymethyl-1',2',3',4'-tetrahydro-3'-hydroxy-5',8',-dimethoxyspiro[1,3-dithiolane-2,1'-naphthalene] in 40 ml of tetrahydrofuran were added to a stirred suspension of 6.4 g of mercuric chloride and 6.4 g of mercuric oxide in 200 ml of methanol containing 18 ml of water. After standing at room temperature for 1 hour, ca 150 ml of solvent were removed by evaporation under reduced pressure, 200 ml of dichloromethane were added and the resulting suspension was filtered to remove in...